From a dataset of the Open Reaction Database (ORD), a public repository of structured organic reaction records. describe an organic reaction: reactants, conditions, products, and yield The reactants are diol (2S,3S)-2-Methyl-3-phenyl-3-hydroxy-propanol, [OH-].[Na+] (NaOH), S(=O)(=O)(C1=CC=C(C)C=C1)Cl (Tosyl chloride), C1CCOC1 (THF), C1CCOC1 (THF). Run at time 6 hour. Yields the product C[C@@H](COS(=O)(=O)C1=CC=C(C)C=C1)[C@H](O)C1=CC=CC=C1.S(=O)(=O)(O)C1=CC=C(C)C=C1 (tosylate (2S,3S)-2-Methyl-3-phenyl-3-hydroxy-1-tosyloxy-propane). The yield is 85.0%. RXN SMILES: [OH-:1].[Na+].[S:3](Cl)([C:6]1[CH:12]=[CH:11][C:9]([CH3:10])=[CH:8][CH:7]=1)(=[O:5])=[O:4].[CH2:14]1[CH2:18][O:17][CH2:16][CH2:15]1>>[CH3:8][C@H:9]([C@@H:16]([C:15]1[CH:14]=[CH:18][CH:12]=[CH:6][CH:7]=1)[OH:17])[CH2:10][O:4][S:3]([C:6]1[CH:12]=[CH:11][C:9]([CH3:10])=[CH:8][CH:7]=1)(=[O:1])=[O:5].[S:3]([C:6]1[CH:12]=[CH:11][C:9]([CH3:10])=[CH:8][CH:7]=1)([OH:17])(=[O:5])=[O:4] |f:0.1,4.5|. Reported procedure: To a stirred solution of diol (2S,3S)-2-Methyl-3-phenyl-3-hydroxy-propanol (2.5 g,15 m.mole) in THF (20 ml) was added NaOH (1 g, 40 m.mole) and Tosyl chloride (5 g, 25 m.mole) in THF (5 ml). The cloudy solution was stirred at room temperature for 6 hours and then THF was evaporated under vaccu, diluted with ether (50 ml) washed with water (2×10 ml) and dried over anhydrous MgSO4. Evaporation gave crude tosylate (2S,3S)-2-Methyl-3-phenyl-3-hydroxy-1-tosyloxy-propane (4.1 g, 85%) sufficiently pure... The reactants are C(C1=CC=CC=C1)(=O)N=C=S (benzoylisothiocyanate), NC1=C(C=CC=C1C)C1=CC=CC=C1 (2-amino-3-methylbiphenyl). The solvent is ClCCl (dichloromethane). Yields the product C(C1=CC=CC=C1)(=O)NC(=S)NC1=C(C=CC=C1C)C1=CC=CC=C1 (N-benzoyl-N'-(3-methyl-2-biphenylyl)thiourea). RXN SMILES: [C:1]([N:9]=[C:10]=[S:11])(=[O:8])[C:2]1[CH:7]=[CH:6][CH:5]=[CH:4][CH:3]=1.[NH2:12][C:13]1[C:18]([CH3:19])=[CH:17][CH:16]=[CH:15][C:14]=1[C:20]1[CH:25]=[CH:24][CH:23]=[CH:22][CH:21]=1>ClCCl>[C:1]([NH:9][C:10]([NH:12][C:13]1[C:18]([CH3:19])=[CH:17][CH:16]=[CH:15][C:14]=1[C:20]1[CH:21]=[CH:22][CH:23]=[CH:24][CH:25]=1)=[S:11])(=[O:8])[C:2]1[CH:7]=[CH:6][CH:5]=[CH:4][CH:3]=1. Procedure details: A mixture of benzoylisothiocyanate (8.78 g), 2-amino-3-methylbiphenyl (9.85 g) and dichloromethane (75 ml) at ambient temperature for two hours gave N-benzoyl-N'-(3-methyl-2-biphenylyl)thiourea (m.p. 172°-173° C.). Procedure details: A solution of ammonium thiocyanate (7.3 mg, 0.096 mmol) and 1 (10.1 mg, 0.0318 mmol) in 0.29 g of MeCN was heated at 70° C. for 0.5 h. After cooling, the mixture was filtered through SiO2 with CH2Cl2 and the solvent was evaporated to give a pale yellow oil, whose purification by SiO2 column chromatography with 9:1 hexane/CH2Cl2 furnished pure 25c as colorless crystals (2.6 mg, 31%); m.p. 67.2-68.2° C. IR (ATR): {tilde over (v)}=3103, 2162, 1585, 1479, 1402, 1105, 1082, 837 cm-1. MS (GC, EI): m/z... The product is FS(C1=CC=C(C=C1)SC#N)(F)(F)(F)F (4-(Pentafluorosulfanyl)phenyl Thiocyanate). Reactants: [S-]C#N.[NH4+] (ammonium thiocyanate), F[B-](F)(F)F.FS(C1=CC=C(C=C1)[N+]#N)(F)(F)(F)F (4-(Pentafluorosulfanyl)benzenediazonium Tetrafluoroborate). As a reaction SMILES: [S-:1][C:2]#[N:3].[NH4+].F[B-](F)(F)F.[F:10][S:11]([F:23])([F:22])([F:21])([F:20])[C:12]1[CH:17]=[CH:16][C:15]([N+]#N)=[CH:14][CH:13]=1>CC#N>[F:10][S:11]([F:20])([F:21])([F:22])([F:23])[C:12]1[CH:13]=[CH:14][C:15]([S:1][C:2]#[N:3])=[CH:16][CH:17]=1 |f:0.1,2.3|. Run in CC#N (MeCN). Reactants: C(C(C)C)N([C@@H](CCCCN)C(=O)O)S(=O)(=O)C1=CC=C(C=C1)C (Nα-isobutyl-Nα-(4-methylbenzenesulfonyl)-L-lysine), CC1=CC=C(C=C1)S(=O)(=O)N(CC(C)C)[C@@H](CCCCNC(=O)[C@H](CC2=CNC3=CC=CC=C32)NS(=O)(=O)C4=CC=C(C=C4)[N+](=O)[O-])C(=O)O (Nα-isobutyl-Nα-(4-methylbenzenesulfonyl)-Nε-[N′α-(4-nitrobenzenesulfonyl)-L-tryptophanyl]-L-lysine), [N+](=O)([O-])C1=CC=C(C=C1)S(=O)(=O)N[C@@H](CC1=CNC2=CC=CC=C12)C(=O)O (Nα-(4-nitrobenzenesulfonyl)-L-tryptophan). Yields the product CC1=CC=C(C=C1)S(=O)(=O)N(CC(C)C)[C@@H](CCCCNC(=O)[C@H](CC2=CNC3=CC=CC=C32)NS(=O)(=O)C4=CC=C(C=C4)N)C(=O)O (Nα-Isobutyl-Nα-(4-methylbenzenesulfonyl)-Nε-[N′α-(4-aminobenzenesulfonyl)-L-tryptophanyl]-L-lysine), desired material. The yield is 58.0%. RXN SMILES: C(N(S(C1C=CC(C)=CC=1)(=O)=O)[C@H](C(O)=O)CCCCN)C(C)C.[N+](C1C=CC(S(N[C@H](C(O)=O)CC2C3C(=CC=CC=3)NC=2)(=O)=O)=CC=1)([O-])=O.[CH3:52][C:53]1[CH:58]=[CH:57][C:56]([S:59]([N:62]([C@H:67]([C:99]([OH:101])=[O:100])[CH2:68][CH2:69][CH2:70][CH2:71][NH:72][C:73]([C@@H:75]([NH:86][S:87]([C:90]2[CH:95]=[CH:94][C:93]([N+:96]([O-])=O)=[CH:92][CH:91]=2)(=[O:89])=[O:88])[CH2:76][C:77]2[C:85]3[C:80](=[CH:81][CH:82]=[CH:83][CH:84]=3)[NH:79][CH:78]=2)=[O:74])[CH2:63][CH:64]([CH3:66])[CH3:65])(=[O:61])=[O:60])=[CH:55][CH:54]=1>>[CH3:52][C:53]1[CH:54]=[CH:55][C:56]([S:59]([N:62]([C@H:67]([C:99]([OH:101])=[O:100])[CH2:68][CH2:69][CH2:70][CH2:71][NH:72][C:73]([C@@H:75]([NH:86][S:87]([C:90]2[CH:91]=[CH:92][C:93]([NH2:96])=[CH:94][CH:95]=2)(=[O:88])=[O:89])[CH2:76][C:77]2[C:85]3[C:80](=[CH:81][CH:82]=[CH:83][CH:84]=3)[NH:79][CH:78]=2)=[O:74])[CH2:63][CH:64]([CH3:66])[CH3:65])(=[O:60])=[O:61])=[CH:57][CH:58]=1. Reported procedure: The title compound was prepared from Nα-isobutyl-Nα-(4-methylbenzenesulfonyl)-L-lysine hydroclloride (200 mg, 0.59 mmol, example 1, step E) as described in general procedure Bc using Nα-(4-nitrobenzenesulfonyl)-L-tryptophan (300 mg, 0.75 mmol) prepared in step A of example 5. The intermediate, Nα-isobutyl-Nα-(4-methylbenzenesulfonyl)-Nε-[N′α-(4-nitrobenzenesulfonyl)-L-tryptophanyl]-L-lysine, was reduced following the conditions of general procedure E. The final product was purified by preparativ...